From a dataset of the Open Reaction Database (ORD), a public repository of structured organic reaction records. describe an organic reaction: reactants, conditions, products, and yield Reactants: O[C@@H]1C[C@H](NC1)C(=O)O (trans-4-hydroxy-L-proline), ClC(=O)OCC1=CC=CC=C1 (benzyl chloroformate). Yields the product C(=O)(OCC1=CC=CC=C1)N1[C@H](C(=O)O)C[C@H](C1)O (N-Carbobenzyloxy-trans-4-hydroxy-L-proline). Yield: 58.0%. As a reaction SMILES: [OH:1][C@H:2]1[CH2:6][NH:5][C@H:4]([C:7]([OH:9])=[O:8])[CH2:3]1.Cl[C:11]([O:13][CH2:14][C:15]1[CH:20]=[CH:19][CH:18]=[CH:17][CH:16]=1)=[O:12]>>[C:11]([N:5]1[CH2:6][C@H:2]([OH:1])[CH2:3][C@H:4]1[C:7]([OH:9])=[O:8])([O:13][CH2:14][C:15]1[CH:20]=[CH:19][CH:18]=[CH:17][CH:16]=1)=[O:12]. Procedure: According to the literature procedure (J. Am. Chem. Soc. 189 (1957)), trans-4-hydroxy-L-proline (5.12 g, 0.039 mol) was treated with benzyl chloroformate (8.5 mL, 0.06 mol) to provide the title compound (6.0 g) as a white solid. The product is COc1cccc(CC2NC=C(C=O)c3cc(OCCCOC(C)=O)c(OC)cc32)c1. RXN SMILES: [CH2:1]([O:2][C:3](=[O:4])[N:6]1[CH:7]([CH2:28][c:29]2[cH:30][c:31]([O:35][CH3:36])[cH:32][cH:33][cH:34]2)[c:8]2[cH:9][c:10]([O:26][CH3:27])[c:11]([O:18][CH2:19][CH2:20][CH2:21][O:22][C:23]([CH3:24])=[O:25])[cH:12][c:13]2[C:14]([CH:16]=[O:17])=[CH:15]1)[CH3:5].[CH3:39][OH:40].[K+:38].[OH-:37]>>[NH:6]1[CH:7]([CH2:28][c:29]2[cH:30][c:31]([O:35][CH3:36])[cH:32][cH:33][cH:34]2)[c:8]2[cH:9][c:10]([O:26][CH3:27])[c:11]([O:18][CH2:19][CH2:20][CH2:21][O:22][C:23]([CH3:24])=[O:25])[cH:12][c:13]2[C:14]([CH:16]=[O:17])=[CH:15]1. Reactants: CCOC(=O)N1C=C(C=O)c2cc(OCCCOC(C)=O)c(OC)cc2C1Cc1cccc(OC)c1, CO, [K+], [OH-].